Dataset: the Open Reaction Database (ORD), a public repository of structured organic reaction records. Task: describe an organic reaction: reactants, conditions, products, and yield Starting materials: Cl, COC(=O)c1nc(C(=O)O)nc(O)c1O. The product is COC(=O)c1ncnc(O)c1O. RXN SMILES: [ClH:16].[OH:1][c:2]1[n:3][c:4]([C:13]([OH:14])=[O:15])[n:5][c:6]([C:9](=[O:10])[O:11][CH3:12])[c:7]1[OH:8]>>[OH:1][c:2]1[n:3][cH:4][n:5][c:6]([C:9](=[O:10])[O:11][CH3:12])[c:7]1[OH:8]. Starting materials: [BH4-], CO, ClCCl, C=Cc1ccc(C#N)c(F)c1, [Na+], O=[O+][O-]. As a reaction SMILES: [BH4-:15].[CH3:20][OH:21].[Cl:17][CH2:18][Cl:19].[F:1][c:2]1[c:3]([C:4]#[N:5])[cH:6][cH:7][c:8]([CH:10]=[CH2:11])[cH:9]1.[Na+:16].[O-:12][O+:13]=[O:14]>>[F:1][c:2]1[c:3]([C:4]#[N:5])[cH:6][cH:7][c:8]([CH2:10][OH:12])[cH:9]1. Yields the product N#Cc1ccc(CO)cc1F.